From a dataset of the Open Reaction Database (ORD), a public repository of structured organic reaction records. describe an organic reaction: reactants, conditions, products, and yield The reactants are C(C)OC(C1=C(C=CC=C1)OC(C1=CC=CC=C1)C1CNC(CO1)=O)=O (2-[(5-Oxo-morpholin-2-yl)-phenyl-methoxy]-benzoic acid ethyl ester), COCCO[AlH2-]OCCOC.[Na+] (Red-Al), [OH-].[Na+] (NaOH). The solvent is C1(=CC=CC=C1)C (toluene). Conditions: time 12 hour. The product is N1CC(OCC1)C(OC1=C(C=CC=C1)CO)C1=CC=CC=C1 ([2-(Morpholin-2-yl-phenyl-methoxy)-phenyl]-methanol). The yield is 51.0%. RXN SMILES: C([O:3][C:4](=O)[C:5]1[CH:10]=[CH:9][CH:8]=[CH:7][C:6]=1[O:11][CH:12]([CH:19]1[O:24][CH2:23][C:22](=O)[NH:21][CH2:20]1)[C:13]1[CH:18]=[CH:17][CH:16]=[CH:15][CH:14]=1)C.COCCO[AlH2-]OCCOC.[Na+].[OH-].[Na+]>C1(C)C=CC=CC=1>[NH:21]1[CH2:22][CH2:23][O:24][CH:19]([CH:12]([C:13]2[CH:18]=[CH:17][CH:16]=[CH:15][CH:14]=2)[O:11][C:6]2[CH:7]=[CH:8][CH:9]=[CH:10][C:5]=2[CH2:4][OH:3])[CH2:20]1 |f:1.2,3.4|. Reported procedure: 2-[(5-Oxo-morpholin-2-yl)-phenyl-methoxy]-benzoic acid ethyl ester (0.66 g) was taken up in 10 mL toluene, and cooled to 0 C for the addition of Red-Al (2.8 mL, 5 equiv). The mixture was allowed to warm to room temperature. After 12 h, 2 mL 2 N NaOH was added, and the mixture was stirred at room temperature for 30 min, extracted with toluene (2×5 mL). The organics were combined, dried over MgSO4, filtered and concentrated. The residual oil was taken up in DCM, and pumped onto silica, and purifie... Starting materials: ice water, OC1=CC=C(C=C1)C(F)(F)F (4-hydroxybenzotrifluoride), C(=O)([O-])[O-].[K+].[K+] (K2CO3), C(C)OC(COC1=C(C=C(C=C1)SC1=CC=C(C=C1)CO)C)=O (4-[(4-Hydoxymethylphenyl)sulfanyl]-2-methylphenoxy-acetic acid ethyl ester). Reported procedure: An oven-dried 500 mL round-bottomed flask was charged with crude 7.3 (prepared from 7.2 (30.0 g, 90.2 mmol)) and DMF (200 mL) and cooled to 0° C. Next, 4-hydroxybenzotrifluoride (17.5 g, 108 mmol) and K2CO3 (24.9 g, 180 mmol) were added at 0° C., and the reaction heated to 70-80° C. and stirred for 2 h. The reaction mixture was poured into ice-water (400 mL), and the product was extracted with toluene (400 mL). The organic layer was successively washed with water (2×300 mL) and brine (400 mL), d... Reaction SMILES: [CH2:1]([O:3][C:4](=[O:23])[CH2:5][O:6][C:7]1[CH:12]=[CH:11][C:10]([S:13][C:14]2[CH:19]=[CH:18][C:17]([CH2:20][OH:21])=[CH:16][CH:15]=2)=[CH:9][C:8]=1[CH3:22])[CH3:2].O[C:25]1[CH:30]=[CH:29][C:28]([C:31]([F:34])([F:33])[F:32])=[CH:27][CH:26]=1.C([O-])([O-])=O.[K+].[K+]>CN(C=O)C>[CH2:1]([O:3][C:4](=[O:23])[CH2:5][O:6][C:7]1[CH:12]=[CH:11][C:10]([S:13][C:14]2[CH:19]=[CH:18][C:17]([CH2:20][O:21][C:25]3[CH:30]=[CH:29][C:28]([C:31]([F:34])([F:33])[F:32])=[CH:27][CH:26]=3)=[CH:16][CH:15]=2)=[CH:9][C:8]=1[CH3:22])[CH3:2] |f:2.3.4|. The solvent is CN(C)C=O (DMF). The product is C(C)OC(COC1=C(C=C(C=C1)SC1=CC=C(C=C1)COC1=CC=C(C=C1)C(F)(F)F)C)=O (4-[[4-[(4-Trifluoromethylphenoxy)methyl]phenyl]sulfanyl]-2-methylphenoxy-acetic acid ethyl ester). Reaction conditions: temperature 0 celsius, time 2 hour. Reactants: CO, CCCS(=O)(=O)Nc1ccc(F)c(C(=O)Nc2cnc3c(c2)cc(-c2ccc4c(ccn4C)c2)n3S(=O)(=O)c2ccccc2)c1F, [K+], [K+], O=C([O-])[O-]. The product is CCCS(=O)(=O)Nc1ccc(F)c(C(=O)Nc2cnc3[nH]c(-c4ccc5c(ccn5C)c4)cc3c2)c1F. Reaction SMILES: [CH3:53][OH:54].[F:7][c:8]1[c:9]([C:10](=[O:11])[NH:12][c:13]2[cH:14][c:15]3[c:16]([n:17][cH:18]2)[n:19]([S:32]([c:33]2[cH:34][cH:35][cH:36][cH:37][cH:38]2)(=[O:39])=[O:40])[c:20](-[c:22]2[cH:23][c:24]4[cH:25][cH:26][n:27]([CH3:31])[c:28]4[cH:29][cH:30]2)[cH:21]3)[c:41]([F:52])[cH:42][cH:43][c:44]1[NH:45][S:46](=[O:47])(=[O:48])[CH2:49][CH2:50][CH3:51].[K+:1].[K+:2].[O-:3][C:4]([O-:5])=[O:6]>>[F:7][c:8]1[c:9]([C:10](=[O:11])[NH:12][c:13]2[cH:14][c:15]3[c:16]([n:17][cH:18]2)[nH:19][c:20](-[c:22]2[cH:23][c:24]4[cH:25][cH:26][n:27]([CH3:31])[c:28]4[cH:29][cH:30]2)[cH:21]3)[c:41]([F:52])[cH:42][cH:43][c:44]1[NH:45][S:46](=[O:47])(=[O:48])[CH2:49][CH2:50][CH3:51]. Reactants: ClC=1C=CC(=C(CN2C3=C(NCC2)N=CC(=C3)C=3C=C(C(=O)O)C=CC3)C1)C(F)(F)F (3-{1-[5-chloro-2-(trifluoromethyl)benzyl]-1,2,3,4-tetrahydropyrido[2,3-b]pyrazin-7-yl}benzoic acid), C(C1=CC=CC=C1)(C1=CC=CC=C1)N1CCNCC1 (1-benzhydrylpiperazine). Product: C(C1=CC=CC=C1)(C1=CC=CC=C1)N1CCN(CC1)C(=O)C1=CC(=CC=C1)C1=CC2=C(NCCN2CC2=C(C=CC(=C2)Cl)C(F)(F)F)N=C1 ((4-Benzhydrylpiperazin-1-yl)-(3-{1-[5-Chloro-2-(trifluoromethyl)benzyl]-1,2,3,4-tetrahydropyrido[2,3-b]pyrazin-7-yl}phenyl)methanone). As a reaction SMILES: [Cl:1][C:2]1[CH:3]=[CH:4][C:5]([C:28]([F:31])([F:30])[F:29])=[C:6]([CH:27]=1)[CH2:7][N:8]1[CH2:13][CH2:12][NH:11][C:10]2[N:14]=[CH:15][C:16]([C:18]3[CH:19]=[C:20]([CH:24]=[CH:25][CH:26]=3)[C:21](O)=[O:22])=[CH:17][C:9]1=2.[CH:32]([N:45]1[CH2:50][CH2:49][NH:48][CH2:47][CH2:46]1)([C:39]1[CH:44]=[CH:43][CH:42]=[CH:41][CH:40]=1)[C:33]1[CH:38]=[CH:37][CH:36]=[CH:35][CH:34]=1>>[CH:32]([N:45]1[CH2:50][CH2:49][N:48]([C:21]([C:20]2[CH:24]=[CH:25][CH:26]=[C:18]([C:16]3[CH:15]=[N:14][C:10]4[NH:11][CH2:12][CH2:13][N:8]([CH2:7][C:6]5[CH:27]=[C:2]([Cl:1])[CH:3]=[CH:4][C:5]=5[C:28]([F:29])([F:31])[F:30])[C:9]=4[CH:17]=3)[CH:19]=2)=[O:22])[CH2:47][CH2:46]1)([C:39]1[CH:44]=[CH:43][CH:42]=[CH:41][CH:40]=1)[C:33]1[CH:38]=[CH:37][CH:36]=[CH:35][CH:34]=1. Reported procedure: 3-{1-[5-chloro-2-(trifluoromethyl)benzyl]-1,2,3,4-tetrahydropyrido[2,3-b]pyrazin-7-yl}benzoic acid was reacted with 1-benzhydrylpiperazine as in General Procedure 10 to give the title compound. LCMS: m/z=680.97 (M+H+); retention time=1.03 minutes. Starting materials: O (H2O), C(C1=CC=CC=C1)OC1=C(C=C(C=C1)CCCNC(CC1=CC(=C(C=C1)OC)OC)=O)OC (N-[3-(4-benzyloxy-3-methoxy-phenyl)-propyl]-2-(3,4-dimethoxy-phenyl)-acetamide), O=P(Cl)(Cl)Cl (POCl3), [BH4-].[Na+] (NaBH4). Run in C(Cl)Cl.CO (CH2Cl2 MeOH), C(C)#N (acetonitrile). Reaction conditions: temperature 0 celsius. The product is C(C1=CC=CC=C1)OC=1C(=CC2=C(C(NCCC2)CC2=CC(=C(C=C2)OC)OC)C1)OC (8-Benzyloxy-1-(3,4-dimethoxy-benzyl)-7-methoxy-2,3,4,5-tetrahydro-1H benzo[c]azepine). As a reaction SMILES: [CH2:1]([O:8][C:9]1[CH:14]=[CH:13][C:12]([CH2:15][CH2:16][CH2:17][NH:18][C:19](=O)[CH2:20][C:21]2[CH:26]=[CH:25][C:24]([O:27][CH3:28])=[C:23]([O:29][CH3:30])[CH:22]=2)=[CH:11][C:10]=1[O:32][CH3:33])[C:2]1[CH:7]=[CH:6][CH:5]=[CH:4][CH:3]=1.O=P(Cl)(Cl)Cl.[BH4-].[Na+].O>C(#N)C.C(Cl)Cl.CO>[CH2:1]([O:8][C:9]1[C:10]([O:32][CH3:33])=[CH:11][C:12]2[CH2:15][CH2:16][CH2:17][NH:18][CH:19]([CH2:20][C:21]3[CH:26]=[CH:25][C:24]([O:27][CH3:28])=[C:23]([O:29][CH3:30])[CH:22]=3)[C:13]=2[CH:14]=1)[C:2]1[CH:7]=[CH:6][CH:5]=[CH:4][CH:3]=1 |f:2.3,6.7|. Reported procedure: A mixture of N-[3-(4-benzyloxy-3-methoxy-phenyl)-propyl]-2-(3,4-dimethoxy-phenyl)-acetamide (6.04 g, 13.43 mmol) and POCl3 (4.1 ml, 44.78 mmol) in anhydrous acetonitrile (350 ml) was stirred at reflux for 5 h under nitrogen. After cooling, the reaction mixture was concentrated in vacuo and the residue was dissolved in MeOH (120 ml). The solution was cooled to 0° C. and NaBH4 (3.50 g, 92.70 mmol) was added portionwise. After stirring at 0° C. for 2 h under nitrogen, the reaction mixture was poure... The reactants are [Al+3], CCOC(=O)c1ccn(C)c1C, [Cl-], [Cl-], [Cl-], CC(Cl)Cl, Cc1ccc(C(=O)Cl)cc1. RXN SMILES: [Al+3:12].[CH3:15][n:16]1[c:17]([CH3:26])[c:18]([C:21](=[O:22])[O:23][CH2:24][CH3:25])[cH:19][cH:20]1.[Cl-:11].[Cl-:13].[Cl-:14].[Cl:27][CH:28]([Cl:29])[CH3:30].[c:1]1([CH3:10])[cH:2][cH:3][c:4]([C:7](=[O:8])[Cl:9])[cH:5][cH:6]1>>[c:1]1([CH3:10])[cH:2][cH:3][c:4]([C:7](=[O:8])[c:20]2[n:16]([CH3:15])[c:17]([CH3:26])[c:18]([C:21](=[O:22])[O:23][CH2:24][CH3:25])[cH:19]2)[cH:5][cH:6]1. Product: CCOC(=O)c1cc(C(=O)c2ccc(C)cc2)n(C)c1C.